describe an organic reaction: reactants, conditions, products, and yield From a dataset of the Open Reaction Database (ORD), a public repository of structured organic reaction records. Starting materials: O=S(=O)(NC1CCC(COCc2ccccc2)C1)c1ccc(Cl)nc1, CCN(c1ccccc1)S(=O)(=O)c1ccc(-n2[nH]c(C)c(Cc3cccc(N(C)C)c3)c2=O)nc1, CI. Yields the product CN(C1CCC(COCc2ccccc2)C1)S(=O)(=O)c1ccc(Cl)nc1. Reaction SMILES: [CH2:36]([c:37]1[cH:38][cH:39][cH:40][cH:41][cH:42]1)[O:43][CH2:44][CH:45]1[CH2:46][CH:47]([NH:50][S:51](=[O:52])(=[O:53])[c:54]2[cH:55][n:56][c:57]([Cl:60])[cH:58][cH:59]2)[CH2:48][CH2:49]1.[CH3:1][N:2]([CH3:3])[c:4]1[cH:5][c:6]([CH2:10][c:11]2[c:12](=[O:13])[n:14](-[c:15]3[n:16][cH:17][c:18]([S:19]([N:20]([CH2:21][CH3:22])[c:23]4[cH:24][cH:25][cH:26][cH:27][cH:28]4)(=[O:29])=[O:30])[cH:31][cH:32]3)[nH:33][c:34]2[CH3:35])[cH:7][cH:8][cH:9]1.[CH3:61][I:62]>>[CH3:1][N:50]([CH:47]1[CH2:46][CH:45]([CH2:44][O:43][CH2:36][c:37]2[cH:38][cH:39][cH:40][cH:41][cH:42]2)[CH2:49][CH2:48]1)[S:51](=[O:52])(=[O:53])[c:54]1[cH:55][n:56][c:57]([Cl:60])[cH:58][cH:59]1. Reaction SMILES: C1C2SC3C(=CC=CC=3)SC=2C=C[C:2]=1[S:15](Cl)(=O)=[O:16].[CH:19]1[C:32]2[S:31][C:30]3[C:25](=[CH:26][CH:27]=[CH:28][CH:29]=3)[O:24][C:23]=2[CH:22]=[CH:21][C:20]=1[S:33](Cl)(=[O:35])=[O:34].C([O:41][C:42](=[O:48])[C@H:43]([CH:45](C)[CH3:46])[NH2:44])(C)(C)C.C(OC(=O)[C@H](CCSC)N)(C)(C)C>>[CH3:2][S:15]([CH2:46][CH2:45][C@H:43]([NH:44][S:33]([C:20]1[CH:21]=[CH:22][C:23]2[O:24][C:25]3[C:30](=[CH:29][CH:28]=[CH:27][CH:26]=3)[S:31][C:32]=2[CH:19]=1)(=[O:35])=[O:34])[C:42]([OH:41])=[O:48])=[O:16]. Yields the product CS(=O)CC[C@@H](C(=O)O)NS(=O)(=O)C1=CC=2SC3=CC=CC=C3OC2C=C1 ((S)-4-methanesulfinyl-2-(phenoxathiine-2-sulfonylamino)-butyric acid). Procedure: When in the procedure of Example 1, Step (b), thianthrene-2-sulfonyl chloride is replaced by phenoxathiine-2-sulfonyl chloride and (L)-valine-t-butyl ester is replaced with (L)-methionine-t-butyl ester, (S)-4-methanesulfinyl-2-(phenoxathiine-2-sulfonylamino)-butyric acid is obtained as a white solid; Reactants: C1=C(C=CC=2SC3=CC=CC=C3SC12)S(=O)(=O)Cl (thianthrene-2-sulfonyl chloride), C(C)(C)(C)OC([C@@H](N)CCSC)=O ((L)-methionine-t-butyl ester), C1=C(C=CC=2OC3=CC=CC=C3SC12)S(=O)(=O)Cl (phenoxathiine-2-sulfonyl chloride), C(C)(C)(C)OC([C@@H](N)C(C)C)=O ((L)-valine-t-butyl ester). The product is O=C1NC(=O)C2(CCNCC2)O1. As a reaction SMILES: [CH2:1]([c:2]1[cH:3][cH:4][cH:5][cH:6][cH:7]1)[N:8]1[CH2:9][CH2:10][C:11]2([C:12](=[O:17])[NH:13][C:14](=[O:16])[O:15]2)[CH2:18][CH2:19]1.[CH3:20][C:21](=[O:22])[OH:23].[ClH:24].[OH2:25]>>[NH:8]1[CH2:9][CH2:10][C:11]2([C:12](=[O:17])[NH:13][C:14](=[O:16])[O:15]2)[CH2:18][CH2:19]1. The reactants are O=C1NC(=O)C2(CCN(Cc3ccccc3)CC2)O1, CC(=O)O, Cl, O.